From a dataset of the Open Reaction Database (ORD), a public repository of structured organic reaction records. describe an organic reaction: reactants, conditions, products, and yield The reactants are CC#CCn1c(Br)nc(C(=O)OC)c1C(=O)OC, CC(C)C[AlH]CC(C)C, Cl, C1CCOC1, O. Product: CC#CCn1c(Br)nc(C=O)c1C(=O)OC. As a reaction SMILES: [Br:10][c:11]1[n:12]([CH2:24][C:25]#[C:26][CH3:27])[c:13]([C:20](=[O:21])[O:22][CH3:23])[c:14]([C:16](=[O:17])[O:18][CH3:19])[n:15]1.[CH3:1][CH:2]([CH2:3][AlH:4][CH2:5][CH:6]([CH3:7])[CH3:8])[CH3:9].[ClH:28].[O:30]1[CH2:31][CH2:32][CH2:33][CH2:34]1.[OH2:29]>>[Br:10][c:11]1[n:12]([CH2:24][C:25]#[C:26][CH3:27])[c:13]([C:20](=[O:21])[O:22][CH3:23])[c:14]([CH:16]=[O:17])[n:15]1. Starting materials: O (water), CN(C)C=O (DMF), C(=O)(C(=O)Cl)Cl ((COCl)2), N1=CNC(C2=C1C1=C(O2)C=CC=C1)=O (3H-benzofurano[3,2-d]pyrimid-4-one). Run in ClCCCl (1,2-dichloroethane). Conditions: temperature 25 celsius. Yields the product ClC=1C2=C(N=CN1)C1=C(O2)C=CC=C1 (4-chlorobenzofurano[3,2-d]pyrimidine). Yield: 92.9%. As a reaction SMILES: CN(C=O)C.[C:6](Cl)([C:8]([Cl:10])=O)=[O:7].[N:12]1[C:17]2[C:18]3[CH:24]=[CH:23][CH:22]=[CH:21][C:19]=3OC=2C(=O)[NH:14][CH:13]=1.O>ClCCCl>[Cl:10][C:8]1[C:6]2[O:7][C:19]3[CH:21]=[CH:22][CH:23]=[CH:24][C:18]=3[C:17]=2[N:12]=[CH:13][N:14]=1. Procedure: DMF (0.23 mL, 3.1 mmol) is added dropwise to a solution of (COCl)2 (0.28 mL, 3.1 mmol) in 1,2-dichloroethane (15 mL) at 25° C. After gas evolution ceases, 3H-benzofurano[3,2-d]pyrimid-4-one (113 mg, 0.61 mmol) is added. The resulting mixture is heated at reflux for 1 h. After the reaction has cooled to 25° C., water is added and the resulting mixture is extracted with CHCl3. The combined extracts are washed with water, saturated brine and dried (MgSO4). The solvent is removed under reduced press...